describe an organic reaction: reactants, conditions, products, and yield From a dataset of the Open Reaction Database (ORD), a public repository of structured organic reaction records. Reactants: C(C1=CC=CC=C1)OC1=CC=C(C=C1)CCCCNCCC1=C(NC2=CC=C(C=C12)O)C1=CC(=CC(=C1)C)C (3-[2-[4-(4-benzyloxyphenyl)butylamino]ethyl]-2-(3,5-dimethylphenyl)-1H-indol-5-ol), ClC(=O)OCC1=CC=CC=C1 (benzyl chloroformate), C(C)(C)N(CC)C(C)C (diisopropylethylamine). Product: C(C1=CC=CC=C1)OC(N(CCC1=C(NC2=CC=C(C=C12)O)C1=CC(=CC(=C1)C)C)CCCCC1=CC=C(C=C1)OCC1=CC=CC=C1)=O ([4-(4-benzyloxyphenyl)-butyl]-[2-[2-(3,5-dimethylphenyl)-5-hydroxy-1H-indol-3-yl]ethyl]carbamic acid benzyl ester). As a reaction SMILES: [CH2:1]([O:8][C:9]1[CH:14]=[CH:13][C:12]([CH2:15][CH2:16][CH2:17][CH2:18][NH:19][CH2:20][CH2:21][C:22]2[C:30]3[C:25](=[CH:26][CH:27]=[C:28]([OH:31])[CH:29]=3)[NH:24][C:23]=2[C:32]2[CH:37]=[C:36]([CH3:38])[CH:35]=[C:34]([CH3:39])[CH:33]=2)=[CH:11][CH:10]=1)[C:2]1[CH:7]=[CH:6][CH:5]=[CH:4][CH:3]=1.Cl[C:41]([O:43][CH2:44][C:45]1[CH:50]=[CH:49][CH:48]=[CH:47][CH:46]=1)=[O:42].C(N(C(C)C)CC)(C)C>>[CH2:44]([O:43][C:41](=[O:42])[N:19]([CH2:18][CH2:17][CH2:16][CH2:15][C:12]1[CH:11]=[CH:10][C:9]([O:8][CH2:1][C:2]2[CH:3]=[CH:4][CH:5]=[CH:6][CH:7]=2)=[CH:14][CH:13]=1)[CH2:20][CH2:21][C:22]1[C:30]2[C:25](=[CH:26][CH:27]=[C:28]([OH:31])[CH:29]=2)[NH:24][C:23]=1[C:32]1[CH:37]=[C:36]([CH3:38])[CH:35]=[C:34]([CH3:39])[CH:33]=1)[C:45]1[CH:50]=[CH:49][CH:48]=[CH:47][CH:46]=1. Procedure: To a solution of 3-[2-[4-(4-benzyloxyphenyl)butylamino]ethyl]-2-(3,5-dimethylphenyl)-1H-indol-5-ol (234 mg in 5 mL of dry methylene chloride) at -78° C. was added benzyl chloroformate (0.082 mL) and diisopropylethylamine (0.104 mL) and the mixture stirred at room temperature. After 1 hour the reaction was quenched by the addition of saturated sodium bicarbonate and extracted with ethyl acetate. The organic portion was washed with saturated ammonium chloride, dried over magnesium sulfate and conc... Starting materials: BrCc1ccccc1, COc1ccc(C(C)=Cc2ccc(C(=O)O)cc2)cc1C12CC3CC(CC(C3)C1)C2, C1CCOC1, [H-], [Na+]. Product: COc1ccc(C(C)=Cc2ccc(C(=O)OCc3ccccc3)cc2)cc1C12CC3CC(CC(C3)C1)C2. As a reaction SMILES: [Br:33][CH2:34][c:35]1[cH:36][cH:37][cH:38][cH:39][cH:40]1.[C:1]12([c:11]3[cH:12][c:13]([C:19](=[CH:20][c:21]4[cH:22][cH:23][c:24]([C:25](=[O:26])[OH:27])[cH:28][cH:29]4)[CH3:30])[cH:14][cH:15][c:16]3[O:17][CH3:18])[CH2:2][CH:3]3[CH2:4][CH:5]([CH2:6][CH:7]([CH2:8]1)[CH2:9]3)[CH2:10]2.[CH2:41]1[O:42][CH2:43][CH2:44][CH2:45]1.[H-:32].[Na+:31]>>[C:1]12([c:11]3[cH:12][c:13]([C:19](=[CH:20][c:21]4[cH:22][cH:23][c:24]([C:25](=[O:26])[O:27][CH2:34][c:35]5[cH:36][cH:37][cH:38][cH:39][cH:40]5)[cH:28][cH:29]4)[CH3:30])[cH:14][cH:15][c:16]3[O:17][CH3:18])[CH2:2][CH:3]3[CH2:4][CH:5]([CH2:6][CH:7]([CH2:8]1)[CH2:9]3)[CH2:10]2. Reactants: FC=1C=C(C=CC1)C(CCC(=O)NC1=CC=C(C=C1)OC(F)(F)F)=O (4-(3-fluoro-phenyl)-N-(4-trifluoromethoxy-phenyl)-4-oxo-butyramide), [BH4-].[Na+] (sodium borohydride). Run in C(C)O (ethanol). Product: FC=1C=C(C=CC1)C(CCC(=O)NC1=CC=C(C=C1)OC(F)(F)F)O ((±)-4-(3-Fluoro-phenyl)-N-(4-trifluoromethoxy-phenyl)-4-hydroxy-butyramide). The yield is 65.9%. As a reaction SMILES: [F:1][C:2]1[CH:3]=[C:4]([C:8](=[O:25])[CH2:9][CH2:10][C:11]([NH:13][C:14]2[CH:19]=[CH:18][C:17]([O:20][C:21]([F:24])([F:23])[F:22])=[CH:16][CH:15]=2)=[O:12])[CH:5]=[CH:6][CH:7]=1.[BH4-].[Na+]>C(O)C>[F:1][C:2]1[CH:3]=[C:4]([CH:8]([OH:25])[CH2:9][CH2:10][C:11]([NH:13][C:14]2[CH:19]=[CH:18][C:17]([O:20][C:21]([F:23])([F:24])[F:22])=[CH:16][CH:15]=2)=[O:12])[CH:5]=[CH:6][CH:7]=1 |f:1.2|. Reported procedure: Stir 4-(3-fluoro-phenyl)-N-(4-trifluoromethoxy-phenyl)-4-oxo-butyramide (3.0 g, 8.5 mmol) in ethanol (70 mL) at room temperature. Add sodium borohydride (650 mg, 17.2 mmol) portionwise and stir at room temperature until TLC indicates that no starting material remains. Add acetone to quench excess borohydride, concentrate the reaction mixture under reduced pressure, redissolve in ethyl acetate and wash with brine. Dry over anhydrous magnesium sulfate, evaporate under reduced pressure to give the ... Reactants: C(C)(C)(C)OC(=O)N[C@]12[C@H]3CN(C[C@H]3CC2C1)CC1=CC=C(C=C1)OC ((1R,2R,6S)-1-t-butoxycarbonylamino-4-p-methoxybenzyl-4-azatricyclo[6.1.0.02,6]-nonane), [H][H] (hydrogen). Reagents/catalysts: [Pd] (palladium-on-carbon). Run in CO (methanol). Yields the product C(C)(C)(C)OC(=O)N[C@]12[C@H]3CNC[C@H]3CC2C1 ((1R,2R,6S)-1-t-butoxycarbonylamino-4-azatricyclo[6.1.0.02,6]nonane). Isolated yield 95.2%. Reaction SMILES: [C:1]([O:5][C:6]([NH:8][C@:9]12[CH2:17][CH:16]1[CH2:15][C@H:14]1[C@@H:10]2[CH2:11][N:12](CC2C=CC(OC)=CC=2)[CH2:13]1)=[O:7])([CH3:4])([CH3:3])[CH3:2].[H][H]>[Pd].CO>[C:1]([O:5][C:6]([NH:8][C@:9]12[CH2:17][CH:16]1[CH2:15][C@H:14]1[C@@H:10]2[CH2:11][NH:12][CH2:13]1)=[O:7])([CH3:4])([CH3:2])[CH3:3]. Reported procedure: To a methanol (20 ml) solution of the (1R,2R,6S)-1-t-butoxycarbonylamino-4-p-methoxybenzyl-4-azatricyclo[6.1.0.02,6]-nonane (453 mg, 1.26 mmol) was added 10% palladium-on-carbon (400 mg), and the mixture was stirred vigorously in a pressurized (5 kg/cm2) hydrogen atmosphere for 30 hours. The insoluble matter was removed by Celite filtration, and the filtrate was concentrated to give 286 mg (1.20 mmol, 95%) of the title compound as a colorless oily substance. The reactants are CCOC(=O)c1cn2c3c(c(Cl)c(Cl)cc3c1=O)C(=O)CC2C, CC(=O)O, Cl. Yields the product CC1CC(=O)c2c(Cl)c(Cl)cc3c(=O)c(C(=O)O)cn1c23. RXN SMILES: [CH2:1]([CH3:2])[O:3][C:4](=[O:5])[c:6]1[cH:7][n:8]2[c:13]3[c:12]([c:19]([Cl:20])[c:18]([Cl:21])[cH:17][c:14]3[c:15]1=[O:16])[C:11](=[O:22])[CH2:10][CH:9]2[CH3:23].[CH3:25][C:26](=[O:27])[OH:28].[ClH:24]>>[O:3]=[C:4]([OH:5])[c:6]1[cH:7][n:8]2[c:13]3[c:12]([c:19]([Cl:20])[c:18]([Cl:21])[cH:17][c:14]3[c:15]1=[O:16])[C:11](=[O:22])[CH2:10][CH:9]2[CH3:23].